From a dataset of the Open Reaction Database (ORD), a public repository of structured organic reaction records. describe an organic reaction: reactants, conditions, products, and yield The reactants are S(O)(O)(=O)=O (Sulfuric acid), ClC=1C=CC(=NC1)NC(=O)C1=C(C=CC(=C1)Cl)NC(=O)C1=CC=C(C=C1)S(=O)(=NC(=O)OCC1=CC=CC=C1)C (S-[4-(N-{2-[N-(5-chloro(2-pyridyl))carbamoyl]-4-chloro phenyl}carbamoyl)phenyl]-S-methyl-N-benzyloxycarbonyl Sulfoximide), C([O-])([O-])=O.[K+].[K+] (potassium carbonate). The solvent is O (water). Reaction conditions: time 17.5 minute. Yields the product ClC=1C=CC(=NC1)NC(=O)C1=C(C=CC(=C1)Cl)NC(=O)C1=CC=C(C=C1)S(=O)(=N)C (S-[4-(N-{2-[N-(5-chloro(2-pyridyl))carbamoyl]-4-chloro phenyl}carbamoyl)phenyl]-S-methyl sulfoximide). Yield: 94.4%. RXN SMILES: S(=O)(=O)(O)O.[Cl:6][C:7]1[CH:8]=[CH:9][C:10]([NH:13][C:14]([C:16]2[CH:21]=[C:20]([Cl:22])[CH:19]=[CH:18][C:17]=2[NH:23][C:24]([C:26]2[CH:31]=[CH:30][C:29]([S:32]([CH3:45])(=[N:34]C(OCC3C=CC=CC=3)=O)=[O:33])=[CH:28][CH:27]=2)=[O:25])=[O:15])=[N:11][CH:12]=1.C(=O)([O-])[O-].[K+].[K+]>O>[Cl:6][C:7]1[CH:8]=[CH:9][C:10]([NH:13][C:14]([C:16]2[CH:21]=[C:20]([Cl:22])[CH:19]=[CH:18][C:17]=2[NH:23][C:24]([C:26]2[CH:31]=[CH:30][C:29]([S:32]([CH3:45])(=[NH:34])=[O:33])=[CH:28][CH:27]=2)=[O:25])=[O:15])=[N:11][CH:12]=1 |f:2.3.4|. Procedure details: Sulfuric acid (50 mL) was cooled to 0-5° C. To this was added product of step 7 (10 g, 0.016 mol) and reaction mixture was stirred at same temperature for 15-20 min. Above reaction mixture was slowly poured in chilled water and basified using aqueous potassium carbonate solution. Precipitated product was filtered and washed with water. Drying afforded 7 g of titled compound in 90% yield.